This data is from the Open Reaction Database (ORD), a public repository of structured organic reaction records. The task is: describe an organic reaction: reactants, conditions, products, and yield Starting materials: BrCC1CCCCO1, Cn1c(=O)oc2cc3c(cc21)C1(CO3)C(=O)Nc2ccccc21, Cc1ccc(S(=O)(=O)OCC2CCCO2)cc1. Yields the product Cn1c(=O)oc2cc3c(cc21)C1(CO3)C(=O)N(CC2CCCO2)c2ccccc21. RXN SMILES: [Br:41][CH2:42][CH:43]1[CH2:44][CH2:45][CH2:46][CH2:47][O:48]1.[CH3:1][n:2]1[c:3](=[O:23])[o:4][c:5]2[c:6]1[cH:7][c:8]1[c:9]([cH:10]2)[O:11][CH2:12][C:13]12[C:14](=[O:22])[NH:15][c:16]1[cH:17][cH:18][cH:19][cH:20][c:21]12.[CH3:24][c:25]1[cH:26][cH:27][c:28]([S:29]([O:30][CH2:35][CH:36]2[O:37][CH2:38][CH2:39][CH2:40]2)(=[O:31])=[O:32])[cH:33][cH:34]1>>[CH3:1][n:2]1[c:3](=[O:23])[o:4][c:5]2[c:6]1[cH:7][c:8]1[c:9]([cH:10]2)[O:11][CH2:12][C:13]12[C:14](=[O:22])[N:15]([CH2:35][CH:36]1[O:37][CH2:38][CH2:39][CH2:40]1)[c:16]1[cH:17][cH:18][cH:19][cH:20][c:21]12. Starting materials: C(C)(=O)NC1=C(C=CC(=C1)Cl)/C=C/C(=O)O ((E)-3-(2-Acetylamino-4-chloro-phenyl)-acrylic acid), CCN=C=NCCCN(C)C (EDCI), C=1C=CC2=C(C1)N=NN2O (HOBT), FC1=CC=C(CN2C[C@H](NCC2)CO)C=C1 ([(S)-4-(4-Fluorobenzyl)-piperazin-2-yl]-methanol). Run in C1CCOC1 (THF). Conditions: time 20 hour. Product: ClC=1C=CC(=C(C1)NC(C)=O)\C=C\C(=O)N1[C@@H](CN(CC1)CC1=CC=C(C=C1)F)CO (N-(5-chloro-2-{(E)-3-[(S)-4-(4-fluoro-benzyl)-2-hydroxymethyl-piperazin-1-yl]-3-oxo-propenyl}-phenyl)acetamide). Isolated yield 38.3%. Reaction SMILES: [C:1]([NH:4][C:5]1[CH:10]=[C:9]([Cl:11])[CH:8]=[CH:7][C:6]=1/[CH:12]=[CH:13]/[C:14]([OH:16])=O)(=[O:3])[CH3:2].CCN=C=NCCCN(C)C.C1C=CC2N(O)N=NC=2C=1.[F:38][C:39]1[CH:53]=[CH:52][C:42]([CH2:43][N:44]2[CH2:49][CH2:48][NH:47][C@H:46]([CH2:50][OH:51])[CH2:45]2)=[CH:41][CH:40]=1>C1COCC1>[Cl:11][C:9]1[CH:8]=[CH:7][C:6](/[CH:12]=[CH:13]/[C:14]([N:47]2[CH2:48][CH2:49][N:44]([CH2:43][C:42]3[CH:41]=[CH:40][C:39]([F:38])=[CH:53][CH:52]=3)[CH2:45][C@H:46]2[CH2:50][OH:51])=[O:16])=[C:5]([NH:4][C:1](=[O:3])[CH3:2])[CH:10]=1. Procedure details: (E)-3-(2-Acetylamino-4-chloro-phenyl)-acrylic acid (2.2 g, 9.36 mmol), EDCI (3.6 g, 18.7 mmol); HOBT (2.5 g, 18.7 mmol) and 2.1 g (9.36 mmol) [(S)-4-(4-Fluorobenzyl)-piperazin-2-yl]-methanol were dissolved in 200 ml THF and stirred for 20 hours at room temperature. This mixture was then extracted 3 times with water and once with saturated sodium chloride solution. The title compound was purified by chromatography (SiO2, ethyl acetate/MeOH/NH3conc. 90/10/1) and was isolated as a pale solid (1.6 g... Reactants: CCCCc1nc(=O)c2cc(I)ccc2[nH]1, N#C[Cu], O, c1ccncc1. Product: CCCCc1nc(=O)c2cc(C#N)ccc2[nH]1. As a reaction SMILES: [CH2:1]([CH2:2][CH2:3][CH3:4])[c:5]1[nH:6][c:7]2[cH:8][cH:9][c:10]([I:16])[cH:11][c:12]2[c:13](=[O:15])[n:14]1.[Cu:17][C:18]#[N:19].[OH2:20].[cH:21]1[cH:22][cH:23][n:24][cH:25][cH:26]1>>[CH2:1]([CH2:2][CH2:3][CH3:4])[c:5]1[nH:6][c:7]2[cH:8][cH:9][c:10]([C:18]#[N:19])[cH:11][c:12]2[c:13](=[O:15])[n:14]1. The reactants are C(C1=CC=CC=C1)ON1C([C@@H]([C@@H](C1)C)N[C@H](C)C1=CC=CC=C1)=O ((3R,4R)-1-Benzyloxy-4-methyl-3-[(R)-1-phenylethylamino]pyrrolidin-2-one). The solvent is CO (methanol), C(C)(=O)O (acetic acid). The product is N[C@H]1C(N(C[C@H]1C)O)=O ((3R,4R)-3-amino-1-hydroxy-4-methylpyrrolidin-2-one). Isolated yield 89.7%. As a reaction SMILES: C([O:8][N:9]1[CH2:13][C@@H:12]([CH3:14])[C@@H:11]([NH:15][C@@H](C2C=CC=CC=2)C)[C:10]1=[O:24])C1C=CC=CC=1>CO.C(O)(=O)C>[NH2:15][C@@H:11]1[C@H:12]([CH3:14])[CH2:13][N:9]([OH:8])[C:10]1=[O:24]. Reported procedure: (3R,4R)-1-Benzyloxy-4-methyl-3-[(R)-1-phenylethylamino]pyrrolidin-2-one (6.4 g. 19.7 mmol) was hydrogenolysed on Pearlman's catalyst (1.6 g) in methanol (100 ml) and acetic acid (2 ml) for 2 h at 50 psi. After filtration and evaporation, the residue was dissolved in water and applied to a column containing DOWEX 50W-X8 (100-200 mesh, 4×4 cm, H+ form). After washing the resin with water (150 ml) the product was eluted with dilute aqueous ammonia. The fractions containing the product were freeze d... Reactants: NC=1C(=CC(=C(CC#N)C1)Cl)F (5-amino-2-chloro-4-fluorobenzyl cyanide), [Na] (sodium), C(CC(C)C)ON=O (isopentylnitrite). The solvent is C(C)O (ethanol). Yields the product [Na].NC=1C(=CC(=C(C(C#N)=NO)C1)Cl)F (5-Amino-2-chloro-4-fluorobenzoyl cyanide oxime sodium salt). RXN SMILES: [Na:1].[NH2:2][C:3]1[C:4]([F:13])=[CH:5][C:6]([Cl:12])=[C:7]([CH:11]=1)[CH2:8][C:9]#[N:10].C([O:19][N:20]=O)CC(C)C>C(O)C>[Na:1].[NH2:2][C:3]1[C:4]([F:13])=[CH:5][C:6]([Cl:12])=[C:7]([CH:11]=1)[C:8](=[N:20][OH:19])[C:9]#[N:10] |f:4.5,^1:0,24|. Procedure: 0.3 g of sodium in 20 ml of absolute ethanol is introduced, with stirring, into a three-necked flask. There are then added slowly dropwise at room temperature, with stirring, firstly 1.8 g of 5-amino-2-chloro-4-fluorobenzyl cyanide and subsequently 1.5 ml of isopentylnitrite. The reaction solution is stirred at room temperature for a further 15 hours, and afterwards concentrated by evaporation. The residue is is taken up in glacial acetic acid, stirred up and filtered to thus obtain 2.2 g of the...